This data is from the Open Reaction Database (ORD), a public repository of structured organic reaction records. The task is: describe an organic reaction: reactants, conditions, products, and yield Product: COC1CN(CC(=O)Nc2nc3c(s2)CCC(C)N3)CC1NC(=O)c1ccc(Cl)s1. Reactants: CCOC(=O)CN1CC(NC(=O)c2ccc(Cl)s2)C(OC)C1, CC1CCc2sc(N)nc2N1. RXN SMILES: [CH2:1]([O:2][C:4]([CH2:5][N:6]1[CH2:7][CH:8]([NH:13][C:14](=[O:15])[c:16]2[s:17][c:18]([Cl:21])[cH:19][cH:20]2)[CH:9]([O:11][CH3:12])[CH2:10]1)=[O:22])[CH3:3].[CH3:23][CH:24]1[NH:25][c:26]2[c:27]([s:30][c:31]([NH2:33])[n:32]2)[CH2:28][CH2:29]1>>[C:4]([CH2:5][N:6]1[CH2:7][CH:8]([NH:13][C:14](=[O:15])[c:16]2[s:17][c:18]([Cl:21])[cH:19][cH:20]2)[CH:9]([O:11][CH3:12])[CH2:10]1)(=[O:22])[NH:33][c:31]1[s:30][c:27]2[c:26]([n:32]1)[NH:25][CH:24]([CH3:23])[CH2:29][CH2:28]2. The reactants are BrC=1C=C(C(=O)NC=2C=CC(=C(C2)NC(=O)C2=CC=3C(=NC=CN3)S2)C)C=CN1 (N-(5-(2-bromoisonicotinamido)-2-methylphenyl)thieno[2,3-b]pyrazine-6-carboxamide), N1CCCC1 (pyrrolidine). Conditions: temperature 80 celsius. Yields the product CC1=C(C=C(C=C1)NC(C1=CC(=NC=C1)N1CCCC1)=O)NC(=O)C1=CC=2C(=NC=CN2)S1 (N-(2-methyl-5-(2-(pyrrolidin-1-yl)isonicotinamido)phenyl)thieno[2,3-b]pyrazine-6-carboxamide). Yield: 44.0%. As a reaction SMILES: Br[C:2]1[CH:3]=[C:4]([CH:27]=[CH:28][N:29]=1)[C:5]([NH:7][C:8]1[CH:9]=[CH:10][C:11]([CH3:26])=[C:12]([NH:14][C:15]([C:17]2[S:25][C:20]3=[N:21][CH:22]=[CH:23][N:24]=[C:19]3[CH:18]=2)=[O:16])[CH:13]=1)=[O:6].[NH:30]1[CH2:34][CH2:33][CH2:32][CH2:31]1>>[CH3:26][C:11]1[CH:10]=[CH:9][C:8]([NH:7][C:5](=[O:6])[C:4]2[CH:27]=[CH:28][N:29]=[C:2]([N:30]3[CH2:34][CH2:33][CH2:32][CH2:31]3)[CH:3]=2)=[CH:13][C:12]=1[NH:14][C:15]([C:17]1[S:25][C:20]2=[N:21][CH:22]=[CH:23][N:24]=[C:19]2[CH:18]=1)=[O:16]. Procedure details: A mixture of N-(5-(2-bromoisonicotinamido)-2-methylphenyl)thieno[2,3-b]pyrazine-6-carboxamide 30 (25 mg, 0.053 mmol) in pyrrolidine (0.5 mL) was heated at 80° C. overnight. Quenched in 3% citric acid solution and extracted with CH2Cl2 (2×). The combined organic layers were dried with Na2SO4 and concentrated in vacuo. Purification by chromatography CH2Cl2/MeOH (97/3) and triturating with acetonitrile gave the title compound N-(2-methyl-5-(2-(pyrrolidin-1-yl)isonicotinamido)phenyl)thieno[2,3-b]pyr... Starting materials: C(C)(=O)Cl (acetyl chloride), FC(=CC1(CC1)C1=C(C=C(C=C1)C(F)(F)F)F)CO (1-(2-fluoro-3-hydroxyprop-1-enyl)-1-(2-fluoro-4-trifluoromethylphenyl)cyclopropane), C1=CC=CC=C1 (benzene). Run in N1=CC=CC=C1 (pyridine). Product: C(C)(=O)OCC(=CC1(CC1)C1=C(C=C(C=C1)C(F)(F)F)F)F (1-(3-Acetoxy-2-fluoroprop-1-enyl)-1-(2-fluoro-4-trifluoromethylphenyl)cyclopropane). Yield: 99.0%. RXN SMILES: [C:1](Cl)(=[O:3])[CH3:2].[F:5][C:6]([CH2:22][OH:23])=[CH:7][C:8]1([C:11]2[CH:16]=[CH:15][C:14]([C:17]([F:20])([F:19])[F:18])=[CH:13][C:12]=2[F:21])[CH2:10][CH2:9]1.C1C=CC=CC=1>N1C=CC=CC=1>[C:1]([O:23][CH2:22][C:6]([F:5])=[CH:7][C:8]1([C:11]2[CH:16]=[CH:15][C:14]([C:17]([F:18])([F:19])[F:20])=[CH:13][C:12]=2[F:21])[CH2:10][CH2:9]1)(=[O:3])[CH3:2]. Reported procedure: The method of Example 17 was repeated using acetyl chloride (0.7 ml), 1-(2-fluoro-3-hydroxyprop-1-enyl)-1-(2-fluoro-4-trifluoromethylphenyl)cyclopropane (Example 13) (0.37 g), benzene (20 ml) and pyridine (0.12 ml) to yield the title compound (0.43 g, 99%).